Task: describe an organic reaction: reactants, conditions, products, and yield. Dataset: the Open Reaction Database (ORD), a public repository of structured organic reaction records Procedure: 2-Bromo-6-methyl-4-methoxy-pyridine 1-oxide (3.3 g, 15 mmol) was dissolved in ethyl acetate (anhydrous, 100 ml), phosphorus trichloride (6.6 ml) was added dropwise and the mixture was stirred at room temperature for three hours. The precipitate was collected by filtration, washed with ethyl acetate and dried to yield 2.4 g of beige crystals (12 mmol, 79%) MS(APCI) m/z=203.9 [M+1]+. Solvent: C(C)(=O)OCC (ethyl acetate). As a reaction SMILES: [Br:1][C:2]1[CH:7]=[C:6]([O:8][CH3:9])[CH:5]=[C:4]([CH3:10])[N+:3]=1[O-].P(Cl)(Cl)Cl>C(OCC)(=O)C>[Br:1][C:2]1[CH:7]=[C:6]([O:8][CH3:9])[CH:5]=[C:4]([CH3:10])[N:3]=1. Reaction conditions: time 3 hour. Starting materials: BrC1=[N+](C(=CC(=C1)OC)C)[O-] (2-Bromo-6-methyl-4-methoxy-pyridine 1-oxide), P(Cl)(Cl)Cl (phosphorus trichloride). Isolated yield 80.0%. Yields the product BrC1=NC(=CC(=C1)OC)C (2-Bromo-6-methyl-4-methoxy-pyridine). The reactants are C(C)[C@@H]1C2[C@H](C[C@H]3[C@@H]4CC[C@@H]([C@@]4(C)CC[C@@H]3[C@]2(CC[C@H]1O)C)O)O (4β-ethylandrostan-3α,6α,17β-triol), C1CC(=O)N(C1=O)Br (NBS), CCOC(=O)C (EtOAc), [O-]S(=O)[O-].[Na+].[Na+] (Na2SO3). Run in O1CCOCC1 (dioxane), O (water), N1=CC=CC=C1 (pyridine), O (H2O). Conditions: time 72 hour. Product: C(C)[C@@H]1C2[C@H](C[C@H]3[C@@H]4CCC([C@@]4(C)CC[C@@H]3[C@]2(CCC1=O)C)=O)O (4β-Ethyl-6α-hydroxyandrostan-3,17-dione). The yield is 57.7%. As a reaction SMILES: [CH2:1]([C@H:3]1[C@H:20]([OH:21])[CH2:19][CH2:18][C@@:17]2([CH3:22])[CH:4]1[C@@H:5]([OH:24])[CH2:6][C@@H:7]1[C@@H:16]2[CH2:15][CH2:14][C@@:12]2([CH3:13])[C@H:8]1[CH2:9][CH2:10][C@@H:11]2[OH:23])[CH3:2].C1C(=O)N(Br)C(=O)C1.CCOC(C)=O.[O-]S([O-])=O.[Na+].[Na+]>O1CCOCC1.O.N1C=CC=CC=1>[CH2:1]([C@H:3]1[C:20](=[O:21])[CH2:19][CH2:18][C@@:17]2([CH3:22])[CH:4]1[C@@H:5]([OH:24])[CH2:6][C@@H:7]1[C@@H:16]2[CH2:15][CH2:14][C@@:12]2([CH3:13])[C@H:8]1[CH2:9][CH2:10][C:11]2=[O:23])[CH3:2] |f:3.4.5|. Reported procedure: To a stirred solution of 4β-ethylandrostan-3α,6α,17β-triol (Preparation 11, 237 mg) in dioxane (5.8 ml), water (1.08 ml), pyridine (0.1 ml) and NBS (249 mg) were added. After 72 h, EtOAc (70 ml), H2O (30 ml) and 10% Na2SO3 aqueous solution (24 ml) were added and the mixture was stirred for 10 min. The phases were separated and the aqueous phase was extracted with EtOAc. The combined organic extracts were washed with of 5% aqueous NaHCO3, brine, dried over MgSO4, filtered and evaporated to drynes... The reactants are COc1ncc(Br)cc1I, O=C([O-])[O-], CS(N)(=O)=O, [Cs+], [Cs+], [Cu]I, CN(C)C=O, O. The product is COc1ncc(Br)cc1NS(C)(=O)=O. As a reaction SMILES: [Br:1][c:2]1[cH:3][c:4]([I:10])[c:5]([O:8][CH3:9])[n:6][cH:7]1.[C:16](=[O:17])([O-:18])[O-:19].[CH3:11][S:12](=[O:13])(=[O:14])[NH2:15].[Cs+:20].[Cs+:21].[Cu:23][I:24].[O:25]=[CH:26][N:27]([CH3:28])[CH3:29].[OH2:22]>>[Br:1][c:2]1[cH:3][c:4]([NH:15][S:12]([CH3:11])(=[O:13])=[O:14])[c:5]([O:8][CH3:9])[n:6][cH:7]1. The reactants are O=C1CCC(=O)N1Br, Cc1ccccc1C(=O)c1cc(Cl)ccc1NC(=O)c1ccccc1, ClC(Cl)(Cl)Cl, ClCCl. Yields the product O=C(Nc1ccc(Cl)cc1C(=O)c1ccccc1CBr)c1ccccc1. Reaction SMILES: [Br:26][N:27]1[C:28](=[O:29])[CH2:30][CH2:31][C:32]1=[O:33].[Cl:1][c:2]1[cH:3][c:4]([C:17]([c:18]2[c:19]([CH3:24])[cH:20][cH:21][cH:22][cH:23]2)=[O:25])[c:5]([NH:8][C:9]([c:10]2[cH:11][cH:12][cH:13][cH:14][cH:15]2)=[O:16])[cH:6][cH:7]1.[Cl:34][C:35]([Cl:36])([Cl:37])[Cl:38].[Cl:39][CH2:40][Cl:41]>>[Cl:1][c:2]1[cH:3][c:4]([C:17]([c:18]2[c:19]([CH2:24][Br:26])[cH:20][cH:21][cH:22][cH:23]2)=[O:25])[c:5]([NH:8][C:9]([c:10]2[cH:11][cH:12][cH:13][cH:14][cH:15]2)=[O:16])[cH:6][cH:7]1. Reactants: CSc1nc2c(c(=O)n1C)CCCC2, NCCCN1CCN(c2ccc3ccccc3n2)CC1. The product is Cn1c(NCCCN2CCN(c3ccc4ccccc4n3)CC2)nc2c(c1=O)CCCC2. RXN SMILES: [CH3:1][n:2]1[c:3]([S:13][CH3:14])[n:4][c:5]2[c:10]([c:11]1=[O:12])[CH2:9][CH2:8][CH2:7][CH2:6]2.[NH2:15][CH2:16][CH2:17][CH2:18][N:19]1[CH2:20][CH2:21][N:22]([c:25]2[n:26][c:27]3[cH:28][cH:29][cH:30][cH:31][c:32]3[cH:33][cH:34]2)[CH2:23][CH2:24]1>>[CH3:1][n:2]1[c:3]([NH:15][CH2:16][CH2:17][CH2:18][N:19]2[CH2:20][CH2:21][N:22]([c:25]3[n:26][c:27]4[cH:28][cH:29][cH:30][cH:31][c:32]4[cH:33][cH:34]3)[CH2:23][CH2:24]2)[n:4][c:5]2[c:10]([c:11]1=[O:12])[CH2:9][CH2:8][CH2:7][CH2:6]2. Reactants: ClC1=C(C=CC(=C1)Cl)B(O)O ((2,4-dichlorophenyl)boronic acid), C([O-])([O-])=O.[Na+].[Na+] (sodium carbonate), O1CCOCC1 (dioxane), ClC1=CC2=C(NC(=N2)C(F)(F)F)C=C1I (5-chloro-6-iodo-2-(trifluoromethyl)-1H-1,3-benzodiazole). The reagents and catalysts are C=1C=CC(=CC1)[P](C=2C=CC=CC2)(C=3C=CC=CC3)[Pd]([P](C=4C=CC=CC4)(C=5C=CC=CC5)C=6C=CC=CC6)([P](C=7C=CC=CC7)(C=8C=CC=CC8)C=9C=CC=CC9)[P](C=1C=CC=CC1)(C=1C=CC=CC1)C=1C=CC=CC1 (Pd(PPh3)4). Solvent: O (water). Reaction conditions: temperature 80 celsius, time 8 hour. The product is ClC=1C(=CC2=C(N=C(N2)C(F)(F)F)C1)C1=C(C=C(C=C1)Cl)Cl (6-chloro-5-(2,4-dichlorophenyl)-2-trifluoromethylbenzimidazole). RXN SMILES: [Cl:1][C:2]1[CH:7]=[C:6]([Cl:8])[CH:5]=[CH:4][C:3]=1B(O)O.O1CCOCC1.[Cl:18][C:19]1[C:31](I)=[CH:30][C:22]2[NH:23][C:24]([C:26]([F:29])([F:28])[F:27])=[N:25][C:21]=2[CH:20]=1.C(=O)([O-])[O-].[Na+].[Na+]>C1C=CC([P]([Pd]([P](C2C=CC=CC=2)(C2C=CC=CC=2)C2C=CC=CC=2)([P](C2C=CC=CC=2)(C2C=CC=CC=2)C2C=CC=CC=2)[P](C2C=CC=CC=2)(C2C=CC=CC=2)C2C=CC=CC=2)(C2C=CC=CC=2)C2C=CC=CC=2)=CC=1.O>[Cl:18][C:19]1[C:31]([C:3]2[CH:4]=[CH:5][C:6]([Cl:8])=[CH:7][C:2]=2[Cl:1])=[CH:30][C:22]2[NH:23][C:24]([C:26]([F:28])([F:29])[F:27])=[N:25][C:21]=2[CH:20]=1 |f:3.4.5,^1:42,44,63,82|. Procedure: Compound number 260 (i.e., 6-chloro-5-(2,4-dichlorophenyl)-2-trifluoromethylbenzimidazole) was prepared as follows. A 100-mL round-bottom flask was purged and maintained with an inert atmosphere of nitrogen. (2,4-dichlorophenyl)boronic acid (229 mg, 1.20 mmol, 2.00 equiv), dioxane (30 mL), 5-chloro-6-iodo-2-(trifluoromethyl)-1H-1,3-benzodiazole (200 mg, 0.58 mmol, 1.00 equiv), sodium carbonate (191 mg), water (8 mL) and Pd(PPh3)4 (34.7 mg) was placed in the flask. The resulting solution was stir... Reaction conditions: temperature 30 celsius, time 30 minute. The solvent is CO (methanol), CN(C)C=O (DMF). Product: FC1=CC=C(C=C1)N1[C@@H]([C@H](C1=O)SCC(O)C1=CC=C(C=C1)F)C1=CC=C(OCC(=O)NCC(=O)NC(C(=O)O)(C2=CC=CC=C2)C2=CC=CC=C2)C=C1 ([(N-{[4-((2R,3R)-1-(4-Fluorophenyl)-3-{[2-(4-fluorophenyl)-2-hydroxyethyl]thio}-4-oxoazetidin-2-yl)phenoxy]acetyl}glycyl)amino](diphenyl)acetic acid). Reaction SMILES: CN(C(ON1N=NC2C=CC=CC1=2)=[N+](C)C)C.[B-](F)(F)(F)F.[F:23][C:24]1[CH:29]=[CH:28][C:27]([N:30]2[C:33](=[O:34])[C@H:32]([S:35][CH2:36][C:37]([C:39]3[CH:44]=[CH:43][C:42]([F:45])=[CH:41][CH:40]=3)=[O:38])[C@H:31]2[C:46]2[CH:60]=[CH:59][C:49]([O:50][CH2:51][C:52]([NH:54][CH2:55][C:56]([OH:58])=O)=[O:53])=[CH:48][CH:47]=2)=[CH:26][CH:25]=1.CN1CCOCC1.[C:68]1([C:74]([C:79]2[CH:84]=[CH:83][CH:82]=[CH:81][CH:80]=2)([C:76]([OH:78])=[O:77])[NH2:75])[CH:73]=[CH:72][CH:71]=[CH:70][CH:69]=1.[BH4-].[Na+].C([O-])(=O)C.[NH4+]>CN(C=O)C.CO>[F:23][C:24]1[CH:25]=[CH:26][C:27]([N:30]2[C:33](=[O:34])[C@H:32]([S:35][CH2:36][CH:37]([C:39]3[CH:40]=[CH:41][C:42]([F:45])=[CH:43][CH:44]=3)[OH:38])[C@H:31]2[C:46]2[CH:60]=[CH:59][C:49]([O:50][CH2:51][C:52]([NH:54][CH2:55][C:56]([NH:75][C:74]([C:79]3[CH:84]=[CH:83][CH:82]=[CH:81][CH:80]=3)([C:68]3[CH:73]=[CH:72][CH:71]=[CH:70][CH:69]=3)[C:76]([OH:78])=[O:77])=[O:58])=[O:53])=[CH:48][CH:47]=2)=[CH:28][CH:29]=1 |f:0.1,5.6,7.8|. Procedure: TBTU (0.016 g, 0.050 mmol) was added to a solution of N-{[4-((2R,3R)-1-(4-fluorophenyl)-3-{[2-(4-fluorophenyl)-2-oxoethyl]thio}-4-oxoazetidin-2-yl)phenoxy]acetyl}glycine (0.020 g, 0.037 mmol) and NMM (0.012 ml, 0.109 mmol) in DMF (2 ml) at 30° C. After 30 min, 2,2-diphenylglycine (0.009 g, 0.037 mmol, 98%) was added and the mixture was stirred at 30° C. for 2.5 h. The reaction was quenched with water (0.2 ml) and the mixture was diluted with MeOH (2 ml). NaBH4 (0.020 g, 0.529 mmol) was added and... Reactants: C(C)(=O)[O-].[NH4+] (Ammonium acetate), C1(=CC=CC=C1)C(N)(C(=O)O)C1=CC=CC=C1 (2,2-diphenylglycine), [BH4-].[Na+] (NaBH4), CN(C)C(=[N+](C)C)ON1C2=C(C=CC=C2)N=N1.[B-](F)(F)(F)F (TBTU), FC1=CC=C(C=C1)N1[C@@H]([C@H](C1=O)SCC(=O)C1=CC=C(C=C1)F)C1=CC=C(OCC(=O)NCC(=O)O)C=C1 (N-{[4-((2R,3R)-1-(4-fluorophenyl)-3-{[2-(4-fluorophenyl)-2-oxoethyl]thio}-4-oxoazetidin-2-yl)phenoxy]acetyl}glycine), CN1CCOCC1 (NMM). Isolated yield 43.1%. Reactants: ClC1=NC=C(C(=N1)Cl)F (2,4-Dichloro-5-fluoropyrimidine), [Mg] (magnesium), BrCC (bromoethane). Solvent: COCCOC (1,2-dimethoxyethane), O1CCCC1 (tetrahydrofuran), C1CCOC1 (THF). Product: ClC=1NC(C(=C(N1)Cl)F)CC (2,4-Dichloro-1,6-dihydro-6-ethyl-5-fluoropyrimidine). RXN SMILES: [Mg].Br[CH2:3][CH3:4].[Cl:5][C:6]1[N:11]=[C:10]([Cl:12])[C:9]([F:13])=[CH:8][N:7]=1>O1CCCC1.COCCOC>[Cl:5][C:6]1[NH:7][CH:8]([CH2:3][CH3:4])[C:9]([F:13])=[C:10]([Cl:12])[N:11]=1. Reported procedure: To magnesium turnings (4.27 g) in tetrahydrofuran (56 ml) was added a solution of bromoethane (19 g) in THF (19 ml) over 5 hours. To this slurry at 0° C. was added a solution of the product of part (i) (24 g) in 1,2-dimethoxyethane (70 ml) over 1 hour. The reaction was quenched at 10° C. using glacial acetic acid (10 g) to give a solution of the title compound which was used directly in the next step. The reactants are O=C([O-])O, CCC(CC)(c1ccc(O)c(C)c1)c1ccc(C=CC2(O)CCCC2)c(C)c1, ClCCl, O=S(=O)(OS(=O)(=O)C(F)(F)F)C(F)(F)F, [Na+], c1ccncc1. Product: CCC(CC)(c1ccc(C=CC2(O)CCCC2)c(C)c1)c1ccc(OS(=O)(=O)C(F)(F)F)c(C)c1. RXN SMILES: [C:50](=[O:51])([OH:52])[O-:53].[CH2:22]([CH3:23])[C:24]([CH2:25][CH3:26])([c:27]1[cH:28][c:29]([CH3:41])[c:30]([CH:33]=[CH:34][C:35]2([OH:40])[CH2:36][CH2:37][CH2:38][CH2:39]2)[cH:31][cH:32]1)[c:42]1[cH:43][c:44]([CH3:49])[c:45]([OH:48])[cH:46][cH:47]1.[Cl:55][CH2:56][Cl:57].[F:7][C:8]([F:9])([F:10])[S:11](=[O:12])(=[O:13])[O:14][S:15]([C:16]([F:17])([F:18])[F:19])(=[O:20])=[O:21].[Na+:54].[cH:1]1[cH:2][cH:3][n:4][cH:5][cH:6]1>>[F:7][C:8]([F:9])([F:10])[S:11](=[O:12])(=[O:13])[O:14][c:45]1[c:44]([CH3:49])[cH:43][c:42]([C:24]([CH2:22][CH3:23])([CH2:25][CH3:26])[c:27]2[cH:28][c:29]([CH3:41])[c:30]([CH:33]=[CH:34][C:35]3([OH:40])[CH2:36][CH2:37][CH2:38][CH2:39]3)[cH:31][cH:32]2)[cH:47][cH:46]1. Solvent: C1CCOC1 (THF). Starting materials: CO (MeOH), [OH-].[Na+] (NaOH), C(C)OC(=O)C1(CC1)C1=CC=C(C=C1)C1=CC=C(C=C1)C1=C(C(=NO1)C)CC(=O)OCC1=CC=CC=C1 (1-[4′-(4-Benzyloxycarbonylmethyl-3-methyl-isoxazol-5-yl)-biphenyl-4-yl]-cyclopropanecarboxylic acid ethyl ester). Procedure: 1-[4′-(4-Benzyloxycarbonylmethyl-3-methyl-isoxazol-5-yl)-biphenyl-4-yl]-cyclopropanecarboxylic acid ethyl ester (0.171 g, 0.35 mmol) was stirred in THF (3 mL) and MeOH (3 mL) and 1 N aqueous NaOH (1 mL) was added. After 1.5 hours the reaction was submitted to standard aqueous workup to afford the title compound. Reaction conditions: time 1.5 hour. Yields the product C(C)OC(=O)C1(CC1)C1=CC=C(C=C1)C1=CC=C(C=C1)C1=C(C(=NO1)C)CC(=O)O (1-[4′-(4-Carboxymethyl-3-methyl-isoxazol-5-yl)-biphenyl-4-yl]-cyclopropanecarboxylic acid ethyl ester). As a reaction SMILES: [CH2:1]([O:3][C:4]([C:6]1([C:9]2[CH:14]=[CH:13][C:12]([C:15]3[CH:20]=[CH:19][C:18]([C:21]4[O:25][N:24]=[C:23]([CH3:26])[C:22]=4[CH2:27][C:28]([O:30]CC4C=CC=CC=4)=[O:29])=[CH:17][CH:16]=3)=[CH:11][CH:10]=2)[CH2:8][CH2:7]1)=[O:5])[CH3:2].CO.[OH-].[Na+]>C1COCC1>[CH2:1]([O:3][C:4]([C:6]1([C:9]2[CH:10]=[CH:11][C:12]([C:15]3[CH:20]=[CH:19][C:18]([C:21]4[O:25][N:24]=[C:23]([CH3:26])[C:22]=4[CH2:27][C:28]([OH:30])=[O:29])=[CH:17][CH:16]=3)=[CH:13][CH:14]=2)[CH2:8][CH2:7]1)=[O:5])[CH3:2] |f:2.3|.